Dataset: the Open Reaction Database (ORD), a public repository of structured organic reaction records. Task: describe an organic reaction: reactants, conditions, products, and yield The reactants are NC=1C=NC2=CC=CC=C2C1 (3-aminoquinoline). The solvent is C(C)O (ethanol). RXN SMILES: [NH2:1][C:2]1[CH:3]=[N:4][C:5]2[C:10]([CH:11]=1)=[CH:9][CH:8]=[CH:7][CH:6]=2>C(O)C.[Ni]>[NH2:1][CH:2]1[CH2:11][C:10]2[C:5](=[CH:6][CH:7]=[CH:8][CH:9]=2)[NH:4][CH2:3]1. Yields the product NC1CNC2=CC=CC=C2C1 (3(R,S)-Amino-1,2,3,4-tetrahydroquinoline). Procedure details: The solution of 35 g of 3-aminoquinoline in 330 ml of ethanol is hydrogenated in the presence of a total of 27 g of Raney nickel at 55° C. under a pressure of 90 bar for 44 h. After customary working up, the crude product is purified over 900 g of silica gel (mobile phase S): Rf (S)=0.40; MS: M+ =148. Reagents/catalysts: [Ni] (Raney nickel). Starting materials: O=C([O-])O, ClC(Cl)Cl, Cl, Cc1ccc(N)nc1, [Na+], COC(=O)c1oc2cccnc2c1NC(=O)C1CCC(N2CCOCC2=O)CC1. Yields the product Cc1ccc(NC(=O)c2oc3cccnc3c2NC(=O)C2CCC(N3CCOCC3=O)CC2)nc1. RXN SMILES: [C:39](=[O:40])([O-:41])[OH:42].[CH:44]([Cl:45])([Cl:46])[Cl:47].[ClH:38].[NH2:1][c:2]1[n:3][cH:4][c:5]([CH3:8])[cH:6][cH:7]1.[Na+:43].[O:9]=[C:10]1[CH2:11][O:12][CH2:13][CH2:14][N:15]1[CH:16]1[CH2:17][CH2:18][CH:19]([C:22](=[O:23])[NH:24][c:25]2[c:26]([C:34](=[O:35])[O:36][CH3:37])[o:27][c:28]3[c:29]2[n:30][cH:31][cH:32][cH:33]3)[CH2:20][CH2:21]1>>[NH:1]([c:2]1[n:3][cH:4][c:5]([CH3:8])[cH:6][cH:7]1)[C:34]([c:26]1[c:25]([NH:24][C:22]([CH:19]2[CH2:18][CH2:17][CH:16]([N:15]3[C:10](=[O:9])[CH2:11][O:12][CH2:13][CH2:14]3)[CH2:21][CH2:20]2)=[O:23])[c:29]2[c:28]([o:27]1)[cH:33][cH:32][cH:31][n:30]2)=[O:35]. The reactants are Cl, CC(C)(C)OC(=O)N1CCC(C)(N2CCC(N3C(=O)NC4CCCCC43)CC2)C1, C1COCCO1. Yields the product CC1(N2CCC(N3C(=O)NC4CCCCC43)CC2)CCNC1. As a reaction SMILES: [ClH:30].[O:1]=[C:2]1[NH:3][CH:4]2[CH:5]([N:6]1[CH:7]1[CH2:8][CH2:9][N:10]([C:13]3([CH3:25])[CH2:14][N:15]([C:18]([O:19][C:20]([CH3:21])([CH3:22])[CH3:23])=[O:24])[CH2:16][CH2:17]3)[CH2:11][CH2:12]1)[CH2:26][CH2:27][CH2:28][CH2:29]2.[O:31]1[CH2:32][CH2:33][O:34][CH2:35][CH2:36]1>>[O:1]=[C:2]1[NH:3][CH:4]2[CH:5]([N:6]1[CH:7]1[CH2:8][CH2:9][N:10]([C:13]3([CH3:25])[CH2:14][NH:15][CH2:16][CH2:17]3)[CH2:11][CH2:12]1)[CH2:26][CH2:27][CH2:28][CH2:29]2. The solvent is O1CCCC1 (tetrahydrofuran). Conditions: time 18 hour. The yield is 42.4%. The reactants are BrC=1C=CC(=C(C(=O)NC=2SC(=C(N2)C2=CC=CC=C2)C(=O)O)C1)O (2-(5-bromo-2-hydroxybenzoyl)amino-4-phenylthiazole-5-carboxylic acid), CN (methylamine), O.ON1N=NC2=C1C=CC=C2 (1-hydroxybenzotriazole hydrate), CCN=C=NCCCN(C)C.Cl (WSC.HCl), Cl (hydrochloric acid). Product: BrC=1C=CC(=C(C(=O)NC=2SC(=C(N2)C2=CC=CC=C2)C(=O)NC)C1)O ([2-(5-Bromo-2-hydroxybenzoyl)amino-4-phenylthiazol-5-yl]-N-methylcarboxamide). Procedure: A mixture of 2-(5-bromo-2-hydroxybenzoyl)amino-4-phenylthiazole-5-carboxylic acid (0.20 g, 0.48 mmol), methylamine 40% methanol solution (0.2 ml), 1-hydroxybenzotriazole hydrate (96.7 mg, 0.72 mmol), WSC.HCl (137.2 mg, 0.72 mmol) and tetrahydrofuran (15 mL) was stirred at room temperature for 18 hours. The reaction mixture was poured into 2N hydrochloric acid and extracted with ethyl acetate. After the organic layer was washed with water and brine, dried over anhydrous sodium sulfate, the residu... Reaction SMILES: [Br:1][C:2]1[CH:3]=[CH:4][C:5]([OH:25])=[C:6]([CH:24]=1)[C:7]([NH:9][C:10]1[S:11][C:12]([C:21](O)=[O:22])=[C:13]([C:15]2[CH:20]=[CH:19][CH:18]=[CH:17][CH:16]=2)[N:14]=1)=[O:8].CN.O.O[N:30]1[C:34]2C=CC=CC=2N=N1.CCN=C=NCCCN(C)C.Cl.Cl>O1CCCC1>[Br:1][C:2]1[CH:3]=[CH:4][C:5]([OH:25])=[C:6]([CH:24]=1)[C:7]([NH:9][C:10]1[S:11][C:12]([C:21]([NH:30][CH3:34])=[O:22])=[C:13]([C:15]2[CH:20]=[CH:19][CH:18]=[CH:17][CH:16]=2)[N:14]=1)=[O:8] |f:2.3,4.5|. Starting materials: N1=CC(=CC=C1)CCO (3-pyridinethanol), C1(=CC=C(C=C1)S(=O)(=O)OC)C (methyl p-toluenesulfonate). Yields the product C1(=CC=C(C=C1)S(=O)(=O)[O-])C.OCCC=1C=[N+](C=CC1)C (3-(β-Hydroxyethyl)-1-methylpyridinium p-toluenesulfonate). Isolated yield 200.1%. RXN SMILES: [N:1]1[CH:6]=[CH:5][CH:4]=[C:3]([CH2:7][CH2:8][OH:9])[CH:2]=1.[C:10]1([CH3:21])[CH:15]=[CH:14][C:13]([S:16]([O:19]C)(=[O:18])=[O:17])=[CH:12][CH:11]=1>>[C:10]1([CH3:21])[CH:11]=[CH:12][C:13]([S:16]([O-:19])(=[O:17])=[O:18])=[CH:14][CH:15]=1.[OH:9][CH2:8][CH2:7][C:3]1[CH:2]=[N+:1]([CH3:10])[CH:6]=[CH:5][CH:4]=1 |f:2.3|. Reported procedure: The procedures of Reference Example 10 were repeated using 1.00 g of 3-pyridinethanol and 1.51 g of methyl p-toluenesulfonate to give 2.51 g of the desired compound. Reactants: C=CCC1C=C(C)CC(C)CC(OC)C2OC(O)(C(=O)C(=O)N3CCCCC3C(=O)OC(C(C)=CC3CCC(O)C(OC)C3)C(C)CCC1=O)C(C)CC2OC, ClCCl, CN(C)c1ccncc1, CCN(C(C)C)C(C)C, O=[N+]([O-])c1ccccc1S(=O)(=O)Cl. The product is C=CCC1C=C(C)CC(C)CC(OC)C2OC(O)(C(=O)C(=O)N3CCCCC3C(=O)OC(C(C)=CC3CCC(OS(=O)(=O)c4ccccc4[N+](=O)[O-])C(OC)C3)C(C)CCC1=O)C(C)CC2OC. As a reaction SMILES: [CH2:1]([CH:2]=[CH2:3])[CH:4]1[C:5](=[O:56])[CH2:6][CH2:7][CH:8]([CH3:55])[CH:9]([C:43](=[CH:44][CH:45]2[CH2:46][CH:47]([O:52][CH3:53])[CH:48]([OH:51])[CH2:49][CH2:50]2)[CH3:54])[O:10][C:11](=[O:42])[CH:12]2[CH2:13][CH2:14][CH2:15][CH2:16][N:17]2[C:18](=[O:41])[C:19](=[O:40])[C:20]2([OH:39])[CH:21]([CH3:38])[CH2:22][CH:23]([O:36][CH3:37])[CH:24]([CH:25]([O:33][CH3:34])[CH2:26][CH:27]([CH3:32])[CH2:28][C:29]([CH3:31])=[CH:30]1)[O:35]2.[CH2:79]([Cl:80])[Cl:81].[CH3:82][N:83]([CH3:84])[c:85]1[cH:86][cH:87][n:88][cH:89][cH:90]1.[CH:57]([N:58]([CH:59]([CH3:60])[CH3:61])[CH2:62][CH3:63])([CH3:64])[CH3:65].[N+:66](=[O:67])([O-:68])[c:69]1[c:70]([S:75](=[O:76])(=[O:77])[Cl:78])[cH:71][cH:72][cH:73][cH:74]1>>[CH2:1]([CH:2]=[CH2:3])[CH:4]1[C:5](=[O:56])[CH2:6][CH2:7][CH:8]([CH3:55])[CH:9]([C:43](=[CH:44][CH:45]2[CH2:46][CH:47]([O:52][CH3:53])[CH:48]([O:51][S:75]([c:70]3[c:69]([N+:66](=[O:67])[O-:68])[cH:74][cH:73][cH:72][cH:71]3)(=[O:76])=[O:77])[CH2:49][CH2:50]2)[CH3:54])[O:10][C:11](=[O:42])[CH:12]2[CH2:13][CH2:14][CH2:15][CH2:16][N:17]2[C:18](=[O:41])[C:19](=[O:40])[C:20]2([OH:39])[CH:21]([CH3:38])[CH2:22][CH:23]([O:36][CH3:37])[CH:24]([CH:25]([O:33][CH3:34])[CH2:26][CH:27]([CH3:32])[CH2:28][C:29]([CH3:31])=[CH:30]1)[O:35]2.